From a dataset of the Open Reaction Database (ORD), a public repository of structured organic reaction records. describe an organic reaction: reactants, conditions, products, and yield Starting materials: NC1=C(C=C(C=C1)C1=C(C=CC(=C1)C)S(=O)C1=C(C=C(C=C1)C)C1=CC(=C(C=C1)N)[N+](=O)[O-])[N+](=O)[O-] ((4-amino-3-nitrophenyl)-4-methylphenyl sulfoxide), C(C)NC1=C(C=C(C=C1)S(=O)C1=CC=CC=C1)[N+](=O)[O-] ((4-ethylamino-3-nitrophenyl)-phenyl sulfoxide). Product: NC=1C=C(C=CC1NCC)S(=O)C1=CC=CC=C1 ((3-Amino-4-ethylaminophenyl)-phenyl sulfoxide). Isolated yield 93.0%. RXN SMILES: NC1C=CC(C2C=C(C)C=CC=2S(C2C=CC(C)=CC=2C2C=CC(N)=C([N+]([O-])=O)C=2)=O)=CC=1[N+]([O-])=O.[CH2:37]([NH:39][C:40]1[CH:45]=[CH:44][C:43]([S:46]([C:48]2[CH:53]=[CH:52][CH:51]=[CH:50][CH:49]=2)=[O:47])=[CH:42][C:41]=1[N+:54]([O-])=O)[CH3:38]>>[NH2:54][C:41]1[CH:42]=[C:43]([S:46]([C:48]2[CH:49]=[CH:50][CH:51]=[CH:52][CH:53]=2)=[O:47])[CH:44]=[CH:45][C:40]=1[NH:39][CH2:37][CH3:38]. Procedure: Following the procedure described in Example 2 but using as a starting material instead of (4-amino-3-nitrophenyl)-4-methylphenyl sulfoxide a corresponding amount of (4-ethylamino-3-nitrophenyl)-phenyl sulfoxide, the title compound is obtained. Reactants: COc1ccc(Cn2c(=O)ccn(C3OC(C(O)C(NC(=O)CCCCCCCCCCNC(=O)OCC4c5ccccc5-c5ccccc54)C(=O)OC(C)(C)C)C(O[Si](C)(C)C(C)(C)C)C3O[Si](C)(C)C(C)(C)C)c2=O)cc1, C1CCNCC1. The product is COc1ccc(Cn2c(=O)ccn(C3OC(C(O)C(NC(=O)CCCCCCCCCCN)C(=O)OC(C)(C)C)C(O[Si](C)(C)C(C)(C)C)C3O[Si](C)(C)C(C)(C)C)c2=O)cc1. Reaction SMILES: [C:1]([CH3:2])([CH3:3])([CH3:4])[Si:5]([O:6][CH:7]1[CH:8]([CH:37]([CH:38]([C:39](=[O:40])[O:41][C:42]([CH3:43])([CH3:44])[CH3:45])[NH:46][C:47]([CH2:48][CH2:49][CH2:50][CH2:51][CH2:52][CH2:53][CH2:54][CH2:55][CH2:56][CH2:57][NH:58][C:59]([O:60][CH2:61][CH:62]2[c:63]3[cH:64][cH:65][cH:66][cH:67][c:68]3-[c:69]3[c:70]2[cH:71][cH:72][cH:73][cH:74]3)=[O:75])=[O:76])[OH:77])[O:9][CH:10]([n:20]2[c:21](=[O:36])[n:22]([CH2:27][c:28]3[cH:29][cH:30][c:31]([O:34][CH3:35])[cH:32][cH:33]3)[c:23](=[O:26])[cH:24][cH:25]2)[CH:11]1[O:12][Si:13]([CH3:14])([CH3:15])[C:16]([CH3:17])([CH3:18])[CH3:19])([CH3:78])[CH3:79].[CH2:80]1[CH2:81][CH2:82][NH:83][CH2:84][CH2:85]1>>[C:1]([CH3:2])([CH3:3])([CH3:4])[Si:5]([O:6][CH:7]1[CH:8]([CH:37]([CH:38]([C:39](=[O:40])[O:41][C:42]([CH3:43])([CH3:44])[CH3:45])[NH:46][C:47]([CH2:48][CH2:49][CH2:50][CH2:51][CH2:52][CH2:53][CH2:54][CH2:55][CH2:56][CH2:57][NH2:58])=[O:76])[OH:77])[O:9][CH:10]([n:20]2[c:21](=[O:36])[n:22]([CH2:27][c:28]3[cH:29][cH:30][c:31]([O:34][CH3:35])[cH:32][cH:33]3)[c:23](=[O:26])[cH:24][cH:25]2)[CH:11]1[O:12][Si:13]([CH3:14])([CH3:15])[C:16]([CH3:17])([CH3:18])[CH3:19])([CH3:78])[CH3:79]. The reactants are N1(CCC1)CCN1C(=NC(=C1)C1=CC(=C(C=C1)F)C(F)(F)F)C1CCN(CC1)C1=C(C(=NC=N1)N)C=1C=NNC1 (6-(4-(1-(2-(azetidin-1-yl)ethyl)-4-(4-fluoro-3-(trifluoromethyl)phenyl)-1H-imidazol-2-yl)piperidin-1-yl)-5-(1H-pyrazol-4-yl)pyrimidin-4-amine), O1N=CC(=C1)B(O)O (isoxazol-4-ylboronic acid), CC1(OB(OC1(C)C)C=1C=NN(C1)C(=O)OC(C)(C)C)C (tert-butyl 4-(4,4,5,5-tetramethyl-1,3,2-dioxaborolan-2-yl)-1H-pyrazole-1-carboxylate). Yields the product N1(CCC1)CCN1C(=NC(=C1)C1=CC(=C(C=C1)F)C(F)(F)F)C1CCN(CC1)C1=C(C(=NC=N1)N)C=1C=NOC1 (6-(4-(1-(2-(azetidin-1-yl)ethyl)-4-(4-fluoro-3-(trifluoromethyl)phenyl)-1H-imidazol-2-yl)piperidin-1-yl)-5-(isoxazol-4-yl)pyrimidin-4-amine). Reaction SMILES: [N:1]1([CH2:5][CH2:6][N:7]2[CH:11]=[C:10]([C:12]3[CH:17]=[CH:16][C:15]([F:18])=[C:14]([C:19]([F:22])([F:21])[F:20])[CH:13]=3)[N:9]=[C:8]2[CH:23]2[CH2:28][CH2:27][N:26]([C:29]3[N:34]=[CH:33][N:32]=[C:31]([NH2:35])[C:30]=3[C:36]3[CH:37]=[N:38]N[CH:40]=3)[CH2:25][CH2:24]2)[CH2:4][CH2:3][CH2:2]1.[O:41]1C=C(B(O)O)C=N1.CC1(C)C(C)(C)OB(C2C=NN(C(OC(C)(C)C)=O)C=2)O1>>[N:1]1([CH2:5][CH2:6][N:7]2[CH:11]=[C:10]([C:12]3[CH:17]=[CH:16][C:15]([F:18])=[C:14]([C:19]([F:22])([F:21])[F:20])[CH:13]=3)[N:9]=[C:8]2[CH:23]2[CH2:28][CH2:27][N:26]([C:29]3[N:34]=[CH:33][N:32]=[C:31]([NH2:35])[C:30]=3[C:36]3[CH:37]=[N:38][O:41][CH:40]=3)[CH2:25][CH2:24]2)[CH2:4][CH2:3][CH2:2]1. Procedure details: The title compound was prepared in an analogous manner as 6-(4-(1-(2-(azetidin-1-yl)ethyl)-4-(4-fluoro-3-(trifluoromethyl)phenyl)-1H-imidazol-2-yl)piperidin-1-yl)-5-(1H-pyrazol-4-yl)pyrimidin-4-amine of using isoxazol-4-ylboronic acid instead tert-butyl 4-(4,4,5,5-tetramethyl-1,3,2-dioxaborolan-2-yl)-1H-pyrazole-1-carboxylate. LC-MS: (M+1=557, obsd.=557). The reactants are C([O-])([O-])=O.[K+].[K+] (Potassium carbonate), NC=1OC[C@]2(N1)C1=CC(=CC=C1OC1=NC=C(C=C12)C#CC(C)(C)O)O ((S)-2′-amino-3-(3-hydroxy-3-methylbut-1-ynyl)-5′H-spiro[chromeno[2,3-b]pyridine-5,4′-oxazol]-7-ol), CO (methanol), CS(=O)(=O)O (Methane sulfonic acid). Yields the product NC=1OC[C@]2(N1)C1=CC(=CC=C1OC1=NC=C(C=C12)C#CC(C)(C)OC)O ((S)-2′-amino-3-(3-methoxy-3-methylbut-1-ynyl)-5′H-spiro[chromeno[2,3-b]pyridine-5,4′-oxazol]-7-ol). As a reaction SMILES: [NH2:1][C:2]1[O:3][CH2:4][C@:5]2([C:19]3[C:14](=[N:15][CH:16]=[C:17]([C:20]#[C:21][C:22]([OH:25])([CH3:24])[CH3:23])[CH:18]=3)[O:13][C:12]3[C:7]2=[CH:8][C:9]([OH:26])=[CH:10][CH:11]=3)[N:6]=1.CO.[CH3:29]S(O)(=O)=O.C(=O)([O-])[O-].[K+].[K+]>>[NH2:1][C:2]1[O:3][CH2:4][C@:5]2([C:19]3[C:14](=[N:15][CH:16]=[C:17]([C:20]#[C:21][C:22]([O:25][CH3:29])([CH3:23])[CH3:24])[CH:18]=3)[O:13][C:12]3[C:7]2=[CH:8][C:9]([OH:26])=[CH:10][CH:11]=3)[N:6]=1 |f:3.4.5|. Procedure details: A vessel was charged with (S)-2′-amino-3-(3-hydroxy-3-methylbut-1-ynyl)-5′H-spiro[chromeno[2,3-b]pyridine-5,4′-oxazol]-7-ol (0.512 g, 1.457 mmol) in methanol (17.73 mL, 437 mmol). Methane sulfonic acid (0.945 mL, 14.57 mmol) was added, and the vial was sealed and placed in a 55° C. oil bath overnight. Potassium carbonate was added to quench the acid, and the mixture was filtered with the aid of DCM. The filtrate was evaporated, and the residue was soluble in MeOH/DCM, but some potassium carbonat... Starting materials: N1=CC(=CC2=CC=CC=C12)C#CCCO (4-(3-Quinolinyl)-3-butyn-1-ol), C(C)(C)N(C(C)C)CC (N,N-diisopropylethylamine), N1=C(C=CC=C1)N1CCNCC1 (1-(2-pyridinyl)piperazine), C([O-])(O)=O.[Na+] (sodium bicarbonate), CS(=O)(=O)Cl (methanesulfonyl chloride). The reagents and catalysts are CN(C1=CC=NC=C1)C (4-dimethylaminopyridine). Run in ClCCl (dichloromethane). Run at temperature 0 celsius, time 18 hour. The product is N1=C(C=CC=C1)N1CCN(CC1)CCC#CC=1C=NC2=CC=CC=C2C1 (3-[4-[4-(2-Pyridinyl)-1-piperazinyl]-1-butynyl]quinoline). RXN SMILES: [N:1]1[C:10]2[C:5](=[CH:6][CH:7]=[CH:8][CH:9]=2)[CH:4]=[C:3]([C:11]#[C:12][CH2:13][CH2:14]O)[CH:2]=1.C(N(CC)C(C)C)(C)C.CS(Cl)(=O)=O.[N:30]1[CH:35]=[CH:34][CH:33]=[CH:32][C:31]=1[N:36]1[CH2:41][CH2:40][NH:39][CH2:38][CH2:37]1.C(=O)(O)[O-].[Na+]>CN(C)C1C=CN=CC=1.ClCCl>[N:30]1[CH:35]=[CH:34][CH:33]=[CH:32][C:31]=1[N:36]1[CH2:37][CH2:38][N:39]([CH2:14][CH2:13][C:12]#[C:11][C:3]2[CH:2]=[N:1][C:10]3[C:5]([CH:4]=2)=[CH:6][CH:7]=[CH:8][CH:9]=3)[CH2:40][CH2:41]1 |f:4.5|. Procedure: A solution of the alcohol prepared in Step (a) (1.98 g, 0.01 mol), N,N-diisopropylethylamine (3.5 mL, 0.02 mol) and a catalytic amount of 4-dimethylaminopyridine in 100 mL of dichloromethane is cooled to 0° C., and methanesulfonyl chloride (0.8 mL, 0.0105 mol) is added dropwise. The solution is stirred at 0° C. for 18 hours, and then concentrated under reduced pressure. The residue is taken up in dimethylformamide (20 mL), and to this solution is added 1-(2-pyridinyl)piperazine (2.45 g, 0.015 mo... Reactants: C(C)(=O)O[BH-](OC(C)=O)OC(C)=O.[Na+] (Sodium triacetoxyborohydride), OC=1C=CC=C2C=CC(=NC12)C=O (8-hydroxy-quinoline-2-carboxaldehyde), NCCC1=CNC=N1 (histamine). The solvent is ClC(C)Cl (dichloroethane). Reaction conditions: time 16 hour. Product: N1C=NC(=C1)CCNCC1=NC2=C(C=CC=C2C=C1)O (2-{[2-(1H-imidazol-4-yl)-ethylamino]-methyl}-quinolin-8-ol). Yield: 61.5%. As a reaction SMILES: C(O[BH-](OC(=O)C)OC(=O)C)(=O)C.[Na+].[OH:15][C:16]1[CH:17]=[CH:18][CH:19]=[C:20]2[C:25]=1[N:24]=[C:23]([CH:26]=O)[CH:22]=[CH:21]2.[NH2:28][CH2:29][CH2:30][C:31]1[N:35]=[CH:34][NH:33][CH:32]=1>ClC(Cl)C>[NH:33]1[CH:32]=[C:31]([CH2:30][CH2:29][NH:28][CH2:26][C:23]2[CH:22]=[CH:21][C:20]3[C:25](=[C:16]([OH:15])[CH:17]=[CH:18][CH:19]=3)[N:24]=2)[N:35]=[CH:34]1 |f:0.1|. Procedure details: Sodium triacetoxyborohydride (225 mg, 1.061 mmol) was added to a stirred solution of 8-hydroxy-quinoline-2-carboxaldehyde 4 (200 mg, 1.156 mmol) and histamine (128 mg, 1.152 mmol) in dichloroethane (10 mL). The mixture was left to stir at RT for 16 h, neutralized (aqueous NaHCO3), and concentrated. The resulting residue, after column chromatography on silica (ethyl acetate/i-PrOH/2 N NH4OH, 6:2:1), afforded 2-{[2-(1H-imidazol-4-yl)-ethylamino]-methyl}-quinolin-8-ol F1 as a straw-colored solid (1... The reactants are [Br-], C1CCOC1, C[Mg+], N#Cc1ccc(-c2ccc(OCCCN3CCC(=O)C3)cc2)cc1. Yields the product CC1(O)CCN(CCCOc2ccc(-c3ccc(C#N)cc3)cc2)C1. Reaction SMILES: [Br-:25].[CH2:28]1[O:29][CH2:30][CH2:31][CH2:32]1.[CH3:26][Mg+:27].[O:1]=[C:2]1[CH2:3][N:4]([CH2:7][CH2:8][CH2:9][O:10][c:11]2[cH:12][cH:13][c:14](-[c:17]3[cH:18][cH:19][c:20]([C:23]#[N:24])[cH:21][cH:22]3)[cH:15][cH:16]2)[CH2:5][CH2:6]1>>[OH:1][C:2]1([CH3:26])[CH2:3][N:4]([CH2:7][CH2:8][CH2:9][O:10][c:11]2[cH:12][cH:13][c:14](-[c:17]3[cH:18][cH:19][c:20]([C:23]#[N:24])[cH:21][cH:22]3)[cH:15][cH:16]2)[CH2:5][CH2:6]1. Starting materials: NC1=CN=C(N(C1=O)CC(=O)NC(C(C(F)(F)F)=O)C(C)C)C=1SC=CC1 (2-[5-amino-6-oxo-2-(2-thienyl)-1,6-dihydro-1-pyrimidinyl]-N-(3,3,3-trifluoro-1-isopropyl-2-oxopropyl)acetamide), C([O-])([O-])=O.[Na+].[Na+] (sodium carbonate), C(C)(=O)OCC (ethyl acetate), C(C)(=O)Cl (Acetyl chloride). Solvent: O1CCCC1 (tetrahydrofuran). Conditions: temperature 0 celsius, time 1 hour. Product: C(C)(=O)NC1=CN=C(N(C1=O)CC(=O)NC(C(C(F)(F)F)=O)C(C)C)C=1SC=CC1 (2-[5-Acetylamino-6-oxo-2-(2-thienyl)-1,6-dihydro-1-pyrimidinyl]-N-(3,3,3-trifluoro-1-isopropyl-2-oxopropyl)acetamide). As a reaction SMILES: [NH2:1][C:2]1[C:7](=[O:8])[N:6]([CH2:9][C:10]([NH:12][CH:13]([CH:20]([CH3:22])[CH3:21])[C:14](=[O:19])[C:15]([F:18])([F:17])[F:16])=[O:11])[C:5]([C:23]2[S:24][CH:25]=[CH:26][CH:27]=2)=[N:4][CH:3]=1.C(=O)([O-])[O-].[Na+].[Na+].[C:34](Cl)(=[O:36])[CH3:35].C(OCC)(=O)C>O1CCCC1>[C:34]([NH:1][C:2]1[C:7](=[O:8])[N:6]([CH2:9][C:10]([NH:12][CH:13]([CH:20]([CH3:21])[CH3:22])[C:14](=[O:19])[C:15]([F:16])([F:17])[F:18])=[O:11])[C:5]([C:23]2[S:24][CH:25]=[CH:26][CH:27]=2)=[N:4][CH:3]=1)(=[O:36])[CH3:35] |f:1.2.3|. Reported procedure: To a solution of 2-[5-amino-6-oxo-2-(2-thienyl)-1,6-dihydro-1-pyrimidinyl]-N-(3,3,3-trifluoro-1-isopropyl-2-oxopropyl)acetamide (0.3 g) in tetrahydrofuran (7 mL) was added sodium carbonate (0.4 g) and the mixture cooled in an ice bath to 0° C. Acetyl chloride (0.11 mL) was added and the solution warmed to room temperature and let stir for 1 h. The mixture was poured into ethyl acetate and washed (1N HCl, a saturated solution of sodium carbonate, and H2O). The resulting solution was dried and the... The reactants are CC(C)(C)Oc1ccc(C(F)(F)F)cc1CN, ClCCCl, ClCCl, On1nnc2cccnc21, CC(O)C1(C(=O)O)CCC(=O)C1. The product is CC(O)C1(C(=O)NCc2cc(C(F)(F)F)ccc2OC(C)(C)C)CCC(=O)C1. As a reaction SMILES: [C:27]([CH3:28])([CH3:29])([CH3:30])[O:31][c:32]1[c:33]([CH2:42][NH2:43])[cH:34][c:35]([C:38]([F:39])([F:40])[F:41])[cH:36][cH:37]1.[CH2:23]([Cl:24])[CH2:25][Cl:26].[Cl:44][CH2:45][Cl:46].[OH:13][n:14]1[c:15]2[n:16][cH:17][cH:18][cH:19][c:20]2[n:21][n:22]1.[OH:1][CH:2]([CH3:3])[C:4]1([C:10](=[O:11])[OH:12])[CH2:5][C:6](=[O:9])[CH2:7][CH2:8]1>>[OH:1][CH:2]([CH3:3])[C:4]1([C:10](=[O:12])[NH:43][CH2:42][c:33]2[c:32]([O:31][C:27]([CH3:28])([CH3:29])[CH3:30])[cH:37][cH:36][c:35]([C:38]([F:39])([F:40])[F:41])[cH:34]2)[CH2:5][C:6](=[O:9])[CH2:7][CH2:8]1. Starting materials: Cl (hydrochloric acid), OC(C)(C)C1=CC(=NO1)C=C(C#N)C#N ({[5-(1-hydroxy-1-methylethyl)-isoxazol-3-yl]methylidene}malononitrile), solution, C[Mg]Br (methylmagnesium bromide). Reagents/catalysts: [Cu]I (copper(I) iodide). Run in O1CCOCC1 (1,4-dioxane), O1CCCC1 (tetrahydrofuran). Reaction conditions: time 1 hour. The product is OC(C)(C)C1=CC(=NO1)CC(C#N)C#N ({1-[5-(1-hydroxy-1-methylethyl)-isoxazol-3-yl]methyl}malononitrile). The yield is 51.5%. As a reaction SMILES: [OH:1][C:2]([C:5]1[O:9][N:8]=[C:7]([CH:10]=[C:11]([C:14]#[N:15])[C:12]#[N:13])[CH:6]=1)([CH3:4])[CH3:3].C[Mg]Br.Cl>O1CCOCC1.O1CCCC1.[Cu]I>[OH:1][C:2]([C:5]1[O:9][N:8]=[C:7]([CH2:10][CH:11]([C:12]#[N:13])[C:14]#[N:15])[CH:6]=1)([CH3:4])[CH3:3]. Reported procedure: 1.02 g of {[5-(1-hydroxy-1-methylethyl)-isoxazol-3-yl]methylidene}malononitrile was dissolved in 50 ml of 1,4-dioxane. Thereto, 0.05 g of copper(I) iodide was added and 9 ml of a 1.4 M solution of methylmagnesium bromide in tetrahydrofuran was then added under ice-cooling. The mixture was stirred for 1 hour under ice-cooling. The reaction mixture was added to 0.1 M hydrochloric acid and then extracted with ethyl acetate. The organic layer was dried over anhydrous magnesium sulfate, filtered and ...